Dataset: the Open Reaction Database (ORD), a public repository of structured organic reaction records. Task: describe an organic reaction: reactants, conditions, products, and yield Starting materials: C(=O)(O)CCC1=C(NC(=C1C)C=O)C (3-(2-Carboxyethyl)-2,4-dimethyl-5-formylpyrrole), ClC=1C=C2CC(NC2=CC1)=O (5-chloro-2-oxindole). Reagents/catalysts: N1CCCCC1 (piperidine). The solvent is C(C)O (ethanol). The product is ClC=1C=C2C(C(NC2=CC1)=O)=CC1=C(C(=C(N1)C)CCC(=O)O)C (3-[5-(5-Chloro-2-oxo-1,2-dihydroindol-3-ylidenemethyl)-2,4-dimethyl-1H-pyrrol-3-yl]-propionic acid). Yield: 56.9%. RXN SMILES: [C:1]([CH2:4][CH2:5][C:6]1[C:10]([CH3:11])=[C:9]([CH:12]=O)[NH:8][C:7]=1[CH3:14])([OH:3])=[O:2].[Cl:15][C:16]1[CH:17]=[C:18]2[C:22](=[CH:23][CH:24]=1)[NH:21][C:20](=[O:25])[CH2:19]2>N1CCCCC1.C(O)C>[Cl:15][C:16]1[CH:17]=[C:18]2[C:22](=[CH:23][CH:24]=1)[NH:21][C:20](=[O:25])[C:19]2=[CH:12][C:9]1[NH:8][C:7]([CH3:14])=[C:6]([CH2:5][CH2:4][C:1]([OH:3])=[O:2])[C:10]=1[CH3:11]. Procedure: 3-(2-Carboxyethyl)-2,4-dimethyl-5-formylpyrrole (220 mg), 147 mg 5-chloro-2-oxindole, and 2 drops of piperidine in 2 mL of ethanol were heated to 90° C. for 3 hours. The reaction mixture was cooled and concentrated. The residue was suspended in 6 N of aqueous hydrochloric acid. The precipitate was filtered, washed with water to pH 6 and dried in a vacuum oven to give 172 mg of the title compound (50%) as a brown solid. The reactants are CC(c1ccccc1)n1c(O)nc2ncc(Br)nc21, CC=CB(O)O. Yields the product CC=Cc1cnc2nc(O)n(C(C)c3ccccc3)c2n1. Reaction SMILES: [Br:1][c:2]1[cH:3][n:4][c:5]2[c:6]([n:7]1)[n:8]([CH:12]([CH3:13])[c:14]1[cH:15][cH:16][cH:17][cH:18][cH:19]1)[c:9]([OH:11])[n:10]2.[CH:20](=[CH:21][CH3:22])[B:23]([OH:24])[OH:25]>>[c:2]1([CH:20]=[CH:21][CH3:22])[cH:3][n:4][c:5]2[c:6]([n:7]1)[n:8]([CH:12]([CH3:13])[c:14]1[cH:15][cH:16][cH:17][cH:18][cH:19]1)[c:9]([OH:11])[n:10]2.